From a dataset of the Open Reaction Database (ORD), a public repository of structured organic reaction records. describe an organic reaction: reactants, conditions, products, and yield Starting materials: C(C1=CC=CC=C1)SC=1C=C(C(=O)[O-])C=C(C1Cl)S(N)(=O)=O (3-benzylthio-4-chloro-5-sulfamylbenzoate), C1(=CC=CC=C1)S (thiophenol), C1(=CC=CC=C1)[S-].[Na+] (sodium thiophenolate). Run in C(C)O (ethanol). Run at time 20 hour. The product is C(C1=CC=CC=C1)SC=1C=C(C(=O)OCC)C=C(C1SC1=CC=CC=C1)S(N)(=O)=O (ethyl 3-benzylthio-4-phenylthio-5-sulfamylbenzoate). Reaction SMILES: [CH2:1]([S:8][C:9]1[CH:10]=[C:11]([CH:15]=[C:16]([S:19](=[O:22])(=[O:21])[NH2:20])[C:17]=1Cl)[C:12]([O-:14])=[O:13])[C:2]1[CH:7]=[CH:6][CH:5]=[CH:4][CH:3]=1.[C:23]1([SH:29])[CH:28]=[CH:27][CH:26]=[CH:25][CH:24]=1.[C:30]1([S-])C=CC=C[CH:31]=1.[Na+]>C(O)C>[CH2:1]([S:8][C:9]1[CH:10]=[C:11]([CH:15]=[C:16]([S:19](=[O:22])(=[O:21])[NH2:20])[C:17]=1[S:29][C:23]1[CH:28]=[CH:27][CH:26]=[CH:25][CH:24]=1)[C:12]([O:14][CH2:30][CH3:31])=[O:13])[C:2]1[CH:7]=[CH:6][CH:5]=[CH:4][CH:3]=1 |f:2.3|. Procedure: A mixture of ethyk 3-benzylthio-4-chloro-5-sulfamylbenzoate (0.77 g), thiophenol (0.36 ml), and dry ethanol (15 ml) containing 3millimoles of sodium thiophenolate is refulxed for 20 hours. After cooling the precipitate is collected by filtration to yield ethyl 3-benzylthio-4-phenylthio-5-sulfamylbenzoate with a melting point of 151° - 152°C. Reactants: C[C@H]1CNS(C1)(=O)=O ((S)-4-methylisothiazolidine 1,1-dioxide), CC1=C(C=CC(=C1)C)N1CCN(CC1)C(=O)C1=CC=C(C=C1)I ([4-(2,4-dimethylphenyl)piperazin-1-yl](4-iodophenyl)methanone). The product is CC1=C(C=CC(=C1)C)N1CCN(CC1)C(=O)C1=CC=C(C=C1)N1S(C[C@H](C1)C)(=O)=O ((S)-[4-(2,4-dimethylphenyl)piperazin-1-yl][4-(4-methyl-1,1-dioxo-1λ6-isothiazolidin-2-yl)phenyl]methanone). Isolated yield 25.7%. RXN SMILES: [CH3:1][C@@H:2]1[CH2:6][S:5](=[O:8])(=[O:7])[NH:4][CH2:3]1.[CH3:9][C:10]1[CH:15]=[C:14]([CH3:16])[CH:13]=[CH:12][C:11]=1[N:17]1[CH2:22][CH2:21][N:20]([C:23]([C:25]2[CH:30]=[CH:29][C:28](I)=[CH:27][CH:26]=2)=[O:24])[CH2:19][CH2:18]1>>[CH3:9][C:10]1[CH:15]=[C:14]([CH3:16])[CH:13]=[CH:12][C:11]=1[N:17]1[CH2:18][CH2:19][N:20]([C:23]([C:25]2[CH:30]=[CH:29][C:28]([N:4]3[CH2:3][C@H:2]([CH3:1])[CH2:6][S:5]3(=[O:8])=[O:7])=[CH:27][CH:26]=2)=[O:24])[CH2:21][CH2:22]1. Reported procedure: Using (S)-4-methylisothiazolidine 1,1-dioxide (202 mg) described in Preparation Example 4 and [4-(2,4-dimethylphenyl)piperazin-1-yl](4-iodophenyl)methanone (420 mg) described in Preparation Example 108 and by the reaction and treatment in the same manner as in Example 1, the title compound (110 mg) was obtained. Reactants: CN, CCOCC, Cc1ccc(C(=O)NC2CC2)cc1-n1ccnc(NC2(c3ccccc3OCCCl)CC2)c1=O, C1COCCO1, O. Product: CNCCOc1ccccc1C1(Nc2nccn(-c3cc(C(=O)NC4CC4)ccc3C)c2=O)CC1. Reaction SMILES: [CH3:35][NH2:36].[CH3:37][CH2:38][O:39][CH2:40][CH3:41].[Cl:1][CH2:2][CH2:3][O:4][c:5]1[c:6]([C:11]2([NH:14][c:15]3[c:16](=[O:34])[n:17](-[c:21]4[cH:22][c:23]([C:24](=[O:25])[NH:26][CH:27]5[CH2:28][CH2:29]5)[cH:30][cH:31][c:32]4[CH3:33])[cH:18][cH:19][n:20]3)[CH2:12][CH2:13]2)[cH:7][cH:8][cH:9][cH:10]1.[O:42]1[CH2:43][CH2:44][O:45][CH2:46][CH2:47]1.[OH2:48]>>[CH2:2]([CH2:3][O:4][c:5]1[c:6]([C:11]2([NH:14][c:15]3[c:16](=[O:34])[n:17](-[c:21]4[cH:22][c:23]([C:24](=[O:25])[NH:26][CH:27]5[CH2:28][CH2:29]5)[cH:30][cH:31][c:32]4[CH3:33])[cH:18][cH:19][n:20]3)[CH2:12][CH2:13]2)[cH:7][cH:8][cH:9][cH:10]1)[NH:36][CH3:35].